Task: describe an organic reaction: reactants, conditions, products, and yield. Dataset: the Open Reaction Database (ORD), a public repository of structured organic reaction records Reactants: C(CCCCCCC)OC1=CC=C(C=C1)C1=CC=C(C(=O)O)C=C1 (4-(4'-n-octyloxyphenyl)benzoic acid), Cl[C@H](C[C@@H](OC1=CC=C(C=C1)O)C)C ((S,S)-4-(3'-chloro-1'-methylbutoxy)phenol), N1(CCCC1)C1=CC=NC=C1 (4-pyrrolidinopyridine), C1(CCCCC1)N=C=NC1CCCCC1 (dicyclohexylcarbodiimide). Run in C(Cl)Cl (methylene chloride). Yields the product Cl[C@H](C[C@@H](OC1=CC=C(C=C1)OC(C1=CC=C(C=C1)C1=CC=C(C=C1)OCCCCCCCC)=O)C)C ((S,S)-4-(4'-n-OCTYLOXYPHENYL)-BENZOIC ACID-4-(3'-CHLORO-1'-METHYLBUTOXY)-PHENYL ESTER). Reaction SMILES: [CH2:1]([O:9][C:10]1[CH:15]=[CH:14][C:13]([C:16]2[CH:24]=[CH:23][C:19]([C:20]([OH:22])=[O:21])=[CH:18][CH:17]=2)=[CH:12][CH:11]=1)[CH2:2][CH2:3][CH2:4][CH2:5][CH2:6][CH2:7][CH3:8].[Cl:25][C@@H:26]([CH3:38])[CH2:27][C@H:28]([CH3:37])[O:29][C:30]1[CH:35]=[CH:34][C:33](O)=[CH:32][CH:31]=1.N1(C2C=CN=CC=2)CCCC1.C1(N=C=NC2CCCCC2)CCCCC1>C(Cl)Cl>[Cl:25][C@@H:26]([CH3:38])[CH2:27][C@H:28]([CH3:37])[O:29][C:30]1[CH:35]=[CH:34][C:33]([O:21][C:20](=[O:22])[C:19]2[CH:23]=[CH:24][C:16]([C:13]3[CH:14]=[CH:15][C:10]([O:9][CH2:1][CH2:2][CH2:3][CH2:4][CH2:5][CH2:6][CH2:7][CH3:8])=[CH:11][CH:12]=3)=[CH:17][CH:18]=2)=[CH:32][CH:31]=1. Procedure: 0.36 g of 4-(4'-n-octyloxyphenyl)benzoic acid, 0.21 g of (S,S)-4-(3'-chloro-1'-methylbutoxy)phenol, 0.02 g of 4-pyrrolidinopyridine, 0.21 g of dicyclohexylcarbodiimide and 10 ml of methylene chloride were stirred together at room temperature for four hours. The dicyclohexyl urea thus precipitated was filtered and the filtrate was desolvated. The obtained residue was purified by silica gel column chromatography with the use of a mixture of n-hexane and ethyl acetate (9:1) as a developing solvent ...